This data is from the Open Reaction Database (ORD), a public repository of structured organic reaction records. The task is: describe an organic reaction: reactants, conditions, products, and yield Starting materials: NCCCCCCCCCCCC(=O)O (12-aminododecanoic acid), [OH-].[Na+] (sodium hydroxide), CC(=C)C(=O)Cl (methacryl chloride), Cl (hydrochloric acid). Solvent: O (water), C(C)(=O)OCC (ethyl acetate). Reaction conditions: temperature 10 celsius, time 1 hour. Yields the product C(C(=C)C)(=O)NCCCCCCCCCCCC(=O)O (12-methacryloylaminododecanoic acid). RXN SMILES: [NH2:1][CH2:2][CH2:3][CH2:4][CH2:5][CH2:6][CH2:7][CH2:8][CH2:9][CH2:10][CH2:11][CH2:12][C:13]([OH:15])=[O:14].[OH-].[Na+].[CH3:18][C:19]([C:21](Cl)=[O:22])=[CH2:20].Cl>O.C(OCC)(=O)C>[C:21]([NH:1][CH2:2][CH2:3][CH2:4][CH2:5][CH2:6][CH2:7][CH2:8][CH2:9][CH2:10][CH2:11][CH2:12][C:13]([OH:15])=[O:14])(=[O:22])[C:19]([CH3:20])=[CH2:18] |f:1.2|. Procedure details: In 9 l of water at 30° C. were dissolved 218 g of 12-aminododecanoic acid and 100 g of sodium hydroxide (purity: 93%), and 102 ml of methacryl chloride was added thereto over 1 hour while stirring. The reaction mixture was stirred for 2 hours and then heated to 60° C., at which 3 l of ethyl acetate and 300 ml of concentrated hydrochloric acid were added thereto successively. The mixture was filtered while hot (60° C.) to remove any insoluble matter, followed by liquid-liquid separation. The orga...